From a dataset of the Open Reaction Database (ORD), a public repository of structured organic reaction records. describe an organic reaction: reactants, conditions, products, and yield Starting materials: [Br-], O=C1OCCC1Br, CC(=O)O, [K+], [K+], [K+], O=C([O-])[O-], CN(C)C=O, O, O=[N+]([O-])c1ccccc1O. RXN SMILES: [Br-:28].[Br:17][CH:18]1[C:19](=[O:20])[O:21][CH2:22][CH2:23]1.[CH3:24][C:25](=[O:26])[OH:27].[K+:11].[K+:12].[K+:29].[O-:13][C:14]([O-:15])=[O:16].[O:30]=[CH:31][N:32]([CH3:33])[CH3:34].[OH2:35].[OH:1][c:2]1[cH:3][cH:4][cH:5][cH:6][c:7]1[N+:8]([O-:9])=[O:10]>>[O:1]([c:2]1[cH:3][cH:4][cH:5][cH:6][c:7]1[N+:8]([O-:9])=[O:10])[CH:18]1[C:19](=[O:20])[O:21][CH2:22][CH2:23]1. Product: O=C1OCCC1Oc1ccccc1[N+](=O)[O-].